Dataset: the Open Reaction Database (ORD), a public repository of structured organic reaction records. Task: describe an organic reaction: reactants, conditions, products, and yield Starting materials: COC=1C=C(C=C(C1OC)OC)C1=NC=CC(=C1)CN1CCNCC1 (1-[[2-(3,4,5-Trimethoxyphenyl)pyridin-4-yl]methyl]-piperazine), C(O)([O-])=O.[Na+] (sodium hydrogencarbonate), C1(=CC=CC=C1)CC(=O)Cl (phenylacetyl chloride). Run in ClCCl (dichloromethane). Run at time 1 hour. Product: Cl.C1(=CC=CC=C1)CC(=O)N1CCN(CC1)CC1=CC(=NC=C1)C1=CC(=C(C(=C1)OC)OC)OC (N-phenylacetyl-N′-[[2-(3,4,5-trimethoxy-phenyl)pyridin-4-yl]methyl]piperazine hydrochloride), Cl (hydrochloride). As a reaction SMILES: [CH3:1][O:2][C:3]1[CH:4]=[C:5]([C:13]2[CH:18]=[C:17]([CH2:19][N:20]3[CH2:25][CH2:24][NH:23][CH2:22][CH2:21]3)[CH:16]=[CH:15][N:14]=2)[CH:6]=[C:7]([O:11][CH3:12])[C:8]=1[O:9][CH3:10].[C:26]1([CH2:32][C:33]([Cl:35])=[O:34])[CH:31]=[CH:30][CH:29]=[CH:28][CH:27]=1.C(=O)([O-])O.[Na+]>ClCCl>[ClH:35].[C:26]1([CH2:32][C:33]([N:23]2[CH2:24][CH2:25][N:20]([CH2:19][C:17]3[CH:16]=[CH:15][N:14]=[C:13]([C:5]4[CH:6]=[C:7]([O:11][CH3:12])[C:8]([O:9][CH3:10])=[C:3]([O:2][CH3:1])[CH:4]=4)[CH:18]=3)[CH2:21][CH2:22]2)=[O:34])[CH:31]=[CH:30][CH:29]=[CH:28][CH:27]=1.[ClH:35] |f:2.3,5.6|. Reported procedure: 1-[[2-(3,4,5-Trimethoxyphenyl)pyridin-4-yl]methyl]-piperazine (103 mg) was dissolved in dichloromethane (0.9 mL), and to the solution phenylacetyl chloride (60 mg) was added, and the mixture was stirred for 1 hour under ice cooling. A saturated aqueous solution of sodium hydrogencarbonate was added to the reaction mixture to conduct extraction with chloroform. The resultant organic layer was dried over anhydrous sodium sulfate and concentrated under reduced pressure, and the residue was purified... The reactants are O=C([O-])[O-], CCOC(=O)CCc1ccc(O)c2c1CCCC2, CC#N, Cc1nc(-c2ccc(C(F)(F)F)cc2)ccc1CCl, [Cs+], [Cs+]. Yields the product CCOC(=O)CCc1ccc(OCc2ccc(-c3ccc(C(F)(F)F)cc3)nc2C)c2c1CCCC2. RXN SMILES: [C:38](=[O:39])([O-:40])[O-:41].[CH2:1]([CH3:2])[O:3][C:4]([CH2:5][CH2:6][c:7]1[cH:8][cH:9][c:10]([OH:17])[c:11]2[c:16]1[CH2:15][CH2:14][CH2:13][CH2:12]2)=[O:18].[CH3:44][C:45]#[N:46].[Cl:19][CH2:20][c:21]1[c:22]([CH3:37])[n:23][c:24](-[c:27]2[cH:28][cH:29][c:30]([C:33]([F:34])([F:35])[F:36])[cH:31][cH:32]2)[cH:25][cH:26]1.[Cs+:42].[Cs+:43]>>[CH2:1]([CH3:2])[O:3][C:4]([CH2:5][CH2:6][c:7]1[cH:8][cH:9][c:10]([O:17][CH2:20][c:21]2[c:22]([CH3:37])[n:23][c:24](-[c:27]3[cH:28][cH:29][c:30]([C:33]([F:34])([F:35])[F:36])[cH:31][cH:32]3)[cH:25][cH:26]2)[c:11]2[c:16]1[CH2:15][CH2:14][CH2:13][CH2:12]2)=[O:18]. The reactants are BrC=1C(=NC=C(C1)O)N=NC1=CC=C(C=C1)[N+](=O)[O-] (3-Bromo-2-(4-nitrophenylazo)-5-hydroxypyridine), [Sn](Cl)(Cl)(Cl)Cl (tin chloride). Solvent: C(C)O (ethanol), Cl (HCl). Conditions: temperature 0 celsius. Product: NC1=NC=C(C=C1Br)O (2-Amino-3-bromo-5-hydroxypyridine). The yield is 34.0%. As a reaction SMILES: [Br:1][C:2]1[C:3]([N:9]=NC2C=CC([N+]([O-])=O)=CC=2)=[N:4][CH:5]=[C:6]([OH:8])[CH:7]=1.[Sn](Cl)(Cl)(Cl)Cl>Cl.C(O)C>[NH2:9][C:3]1[C:2]([Br:1])=[CH:7][C:6]([OH:8])=[CH:5][N:4]=1. Procedure details: The compound from 31b above (5.0 g, 15.8 mmol) and tin chloride (25 g, 111 mmol) were suspended in concentrated HCl and ethanol (150 mL), and the mixture was heated at reflux for 1 hour. The mixture was cooled to 0° C., then filtered. The filtrate was neutralized with sodium bicarbonate (180 g) and extracted with ethyl acetate. The organic extracts were washed with brine, dried (MgSO4) and concentrated. The residue was chromatographed (silica gel; chloroform/methanol/NH4OH, 95:5:0.5-90:10:1) to ... Reactants: bis(1,2:5,6-di-O-isopropylidene-α-L-glucofuranos-3-O-yl)cyclopentadienyltitanium chloride, O=C(C(C=O)(C)C)C[C@H]([C@H](CC=C)C)OC(=O)OCC(Cl)(Cl)Cl ((5R,6S)-3-oxo-5-(2,2,2-trichloroethoxycarbonyl-oxy)-2,2,6-trimethyl-8-nonenal), O (water), C(C)(=O)OC(C)(C)C (Tert-butyl acetate), C(C)(C)[N-]C(C)C.[Li+] (lithium diisopropylamide). The solvent is CCOCC (ether), CCOCC (ether), C1CCOC1 (THF), CCOCC (ether). Conditions: temperature -30 celsius, time 1 hour. Yields the product O=C(C([C@H](CC(=O)OC(C)(C)C)O)(C)C)C[C@H]([C@H](CC=C)C)OC(=O)OCC(Cl)(Cl)Cl (tert-butyl (3S,7R,8S)-5-oxo-3-hydroxy-4,4,8-trimethyl-7-(2,2,2-trichloroethoxy-carbonyloxy)-10-undecenoate). RXN SMILES: [C:1]([O:4][C:5]([CH3:8])([CH3:7])[CH3:6])(=[O:3])[CH3:2].C([N-]C(C)C)(C)C.[Li+].[O:17]=[C:18]([CH2:24][C@@H:25]([O:31][C:32]([O:34][CH2:35][C:36]([Cl:39])([Cl:38])[Cl:37])=[O:33])[C@@H:26]([CH3:30])[CH2:27][CH:28]=[CH2:29])[C:19]([CH3:23])([CH3:22])[CH:20]=[O:21].O>CCOCC.C1COCC1>[O:17]=[C:18]([CH2:24][C@@H:25]([O:31][C:32]([O:34][CH2:35][C:36]([Cl:37])([Cl:38])[Cl:39])=[O:33])[C@@H:26]([CH3:30])[CH2:27][CH:28]=[CH2:29])[C:19]([CH3:23])([CH3:22])[C@@H:20]([OH:21])[CH2:2][C:1]([O:4][C:5]([CH3:8])([CH3:7])[CH3:6])=[O:3] |f:1.2|. Procedure: Tert-butyl acetate (0.865 mL) is added to a solution of lithium diisopropylamide (7.52 mmol) in 30 mL of ether at −78° C., and the mixture is stirred for 1 hour. A solution of bis(1,2:5,6-di-O-isopropylidene-α-L-glucofuranos-3-O-yl)cyclopentadienyltitanium chloride (8.34 mmol) in 90 mL of ether is added dropwise over 40 minutes, and the reaction is stirred for an additional 30 minutes at −78° C., warmed to −30° C. and kept for 45 minutes, then recooled to −78° C. A solution of (5R,6S)-3-oxo-5-(2... Reactants: C(C)(=O)O (acetic acid), C(C)(=O)[O-].[Na+] (sodium acetate), C(C)CC(C(=O)O)(C)OC1=CC=C(C=C1)C=O (ethyl 2-(4-formylphenoxy)-2-methylpropanoic acid), NC1=C(C=CC(=C1)Cl)S (2-amino-4-chlorobenzenethiol). Run in O (water), C(C)(=O)OCC (ethyl acetate). The product is ClC=1C=CC2=C(N=C(S2)C2=CC=C(OC(C(=O)O)(C)C)C=C2)C1 (2-(4-(5-chlorobenzo[d]thiazol-2-yl)phenoxy)-2-methylpropanoic acid). The yield is 35.3%. As a reaction SMILES: C(O)(=O)C.C([CH2:7][C:8]([O:13][C:14]1[CH:19]=[CH:18][C:17]([CH:20]=O)=[CH:16][CH:15]=1)([CH3:12])[C:9]([OH:11])=[O:10])C.[NH2:22][C:23]1[CH:28]=[C:27]([Cl:29])[CH:26]=[CH:25][C:24]=1[SH:30].C([O-])(=O)C.[Na+]>O.C(OCC)(=O)C>[Cl:29][C:27]1[CH:26]=[CH:25][C:24]2[S:30][C:20]([C:17]3[CH:16]=[CH:15][C:14]([O:13][C:8]([CH3:7])([CH3:12])[C:9]([OH:11])=[O:10])=[CH:19][CH:18]=3)=[N:22][C:23]=2[CH:28]=1 |f:3.4|. Procedure details: In an acetic acid (0.37 mL) solvent, a mixture including Compound 97c (78.2 mg, 0.38 mmol), 2-amino-4-chlorobenzenethiol (60.0 mg, 0.38 mmol), and sodium acetate (NaOAc) (93.6 mg, 1.13 mmol) was refluxed for 1 hour. After cooling, the reaction mixture was distributed between ethyl acetate and water, and an organic layer was evaporated under reduced pressure. The produced precipitate was filtered, and washed with methylene chloride to obtain Compound 99 (46.6 mg, 39.6%). Starting materials: CCCNc1ccc(C(F)(F)F)cc1[N+](=O)[O-], CCOC(C)=O, [Pd]. Yields the product CCCNc1ccc(C(F)(F)F)cc1N. RXN SMILES: [CH2:1]([CH2:2][CH3:3])[NH:4][c:5]1[c:6]([N+:15]([O-:16])=[O:17])[cH:7][c:8]([C:11]([F:12])([F:13])[F:14])[cH:9][cH:10]1.[CH3:19][CH2:20][O:21][C:22](=[O:23])[CH3:24].[Pd:18]>>[CH2:1]([CH2:2][CH3:3])[NH:4][c:5]1[c:6]([NH2:15])[cH:7][c:8]([C:11]([F:12])([F:13])[F:14])[cH:9][cH:10]1. Starting materials: C(C)(C)(C)C=1N=C(SC1)COC=1C=C(C(=O)NC2=C(C=CC(=C2)CCCS(=O)(=O)C2=CC=C(C=C2)Cl)OCC#N)C=CC1 (3-[(4-tert-butyl-2-thiazolyl)methoxy]-5'-[3-(4-chlorophenylsulfonyl)propyl]-2'-cyanomethoxybenzanilide), [Cl-].[NH4+] (ammonium chloride), [N-]=[N+]=[N-].[Na+] (sodium azide), S(=O)(=O)(O)[O-].[Na+] (sodium hydrogensulfate). The solvent is CN(C=O)C (Dimethylformamide). Reaction conditions: temperature 70 celsius, time 12 hour. Product: C(C)(C)(C)C=1N=C(SC1)COC=1C=C(C(=O)NC2=C(C=CC(=C2)CCCS(=O)(=O)C2=CC=C(C=C2)Cl)OCC2=NN=NN2)C=CC1 (3-[(4-tert-butyl-2-thiazolyl)methoxy]-5'-[3-(4-chlorophenylsulfonyl)propyl]-2'-(1H-tetrazol-5-ylmethoxy)benzanilide). Isolated yield 73.4%. As a reaction SMILES: [C:1]([C:5]1[N:6]=[C:7]([CH2:10][O:11][C:12]2[CH:13]=[C:14]([CH:41]=[CH:42][CH:43]=2)[C:15]([NH:17][C:18]2[CH:23]=[C:22]([CH2:24][CH2:25][CH2:26][S:27]([C:30]3[CH:35]=[CH:34][C:33]([Cl:36])=[CH:32][CH:31]=3)(=[O:29])=[O:28])[CH:21]=[CH:20][C:19]=2[O:37][CH2:38][C:39]#[N:40])=[O:16])[S:8][CH:9]=1)([CH3:4])([CH3:3])[CH3:2].[Cl-].[NH4+].[N-:46]=[N+:47]=[N-:48].[Na+].S([O-])(O)(=O)=O.[Na+]>CN(C)C=O>[C:1]([C:5]1[N:6]=[C:7]([CH2:10][O:11][C:12]2[CH:13]=[C:14]([CH:41]=[CH:42][CH:43]=2)[C:15]([NH:17][C:18]2[CH:23]=[C:22]([CH2:24][CH2:25][CH2:26][S:27]([C:30]3[CH:31]=[CH:32][C:33]([Cl:36])=[CH:34][CH:35]=3)(=[O:28])=[O:29])[CH:21]=[CH:20][C:19]=2[O:37][CH2:38][C:39]2[NH:48][N:47]=[N:46][N:40]=2)=[O:16])[S:8][CH:9]=1)([CH3:4])([CH3:2])[CH3:3] |f:1.2,3.4,5.6|. Procedure: Dimethylformamide (13 ml) was added to a mixture of 3-[(4-tert-butyl-2-thiazolyl)methoxy]-5'-[3-(4-chlorophenylsulfonyl)propyl]-2'-cyanomethoxybenzanilide (1.30 g, 2.04 mmol), ammonium chloride (0.20 g, 4.08 mmol) and sodium azide (0.25 g, 4.08 mmol), and the resulting mixture was stirred at 70° C. for 12 hours. Ice and 5% sodium hydrogensulfate aqueous solution were added to the reaction solution and the product formed was extracted with ethyl acetate. The resulting organic layer was washed wit...